From a dataset of the Open Reaction Database (ORD), a public repository of structured organic reaction records. describe an organic reaction: reactants, conditions, products, and yield Starting materials: CCO, O=C1CCc2cc(Cl)c([N+](=O)[O-])cc21, Cl, [Fe]. Product: Nc1cc2c(cc1Cl)CCC2=O. RXN SMILES: [CH3:16][CH2:17][OH:18].[Cl:1][c:2]1[cH:3][c:4]2[c:8]([cH:9][c:10]1[N+:11]([O-:12])=[O:13])[C:7](=[O:14])[CH2:6][CH2:5]2.[ClH:15].[Fe:19]>>[Cl:1][c:2]1[cH:3][c:4]2[c:8]([cH:9][c:10]1[NH2:11])[C:7](=[O:14])[CH2:6][CH2:5]2.